From a dataset of the Open Reaction Database (ORD), a public repository of structured organic reaction records. describe an organic reaction: reactants, conditions, products, and yield Starting materials: COC(C(CC=C)NC(C1=C(C=CC=C1Cl)Cl)=O)=O (2-(2,6-dichlorobenzamido)pent-4-enoic acid methyl ester), IC1=CC=C(C=C1)N(C1=NC=CC=N1)CC1=CC=NC=C1 (N-(4-iodophenyl)-N-((pyridin-4-yl)methyl)pyrimidin-2-amine). The product is COC(C(C\C=C\C1=CC=C(C=C1)N(C1=NC=CC=N1)CC1=CC=NC=C1)NC(C1=C(C=CC=C1Cl)Cl)=O)=O ((E)-2-(2,6-dichlorobenzamido)-5-[4-(pyridin-4-ylmethyl-pyrimidin-2-ylamino)phenyl]pent-4-enoic acid methyl ester). Yield: 73.9%. As a reaction SMILES: [CH3:1][O:2][C:3](=[O:19])[CH:4]([NH:8][C:9](=[O:18])[C:10]1[C:15]([Cl:16])=[CH:14][CH:13]=[CH:12][C:11]=1[Cl:17])[CH2:5][CH:6]=[CH2:7].I[C:21]1[CH:26]=[CH:25][C:24]([N:27]([CH2:34][C:35]2[CH:40]=[CH:39][N:38]=[CH:37][CH:36]=2)[C:28]2[N:33]=[CH:32][CH:31]=[CH:30][N:29]=2)=[CH:23][CH:22]=1>>[CH3:1][O:2][C:3](=[O:19])[CH:4]([NH:8][C:9](=[O:18])[C:10]1[C:11]([Cl:17])=[CH:12][CH:13]=[CH:14][C:15]=1[Cl:16])[CH2:5]/[CH:6]=[CH:7]/[C:21]1[CH:22]=[CH:23][C:24]([N:27]([CH2:34][C:35]2[CH:40]=[CH:39][N:38]=[CH:37][CH:36]=2)[C:28]2[N:33]=[CH:32][CH:31]=[CH:30][N:29]=2)=[CH:25][CH:26]=1. Procedure details: In the same manner as in Example 1, 2-(2,6-dichlorobenzamido)pent-4-enoic acid methyl ester (72 mg) was reacted with N-(4-iodophenyl)-N-((pyridin-4-yl)methyl)pyrimidin-2-amine (93 mg) to obtain (E)-2-(2,6-dichlorobenzamido)-5-[4-(pyridin-4-ylmethyl-pyrimidin-2-ylamino)phenyl]pent-4-enoic acid methyl ester (99 mg). Column chromatography (silica gel, eluent: cyclohexane/ethyl acetate=1/2→1/3) was used for purification. Reactants: CC(C)(C)C(=O)Oc1ccc2c(c1)CCC3C2CC[C@]4(C)C(=O)CCC34 (substrate), COc1ccc(C(C)=O)cc1 (effective_coupling_partner). The reagents and catalysts are dcypt. Conditions: temperature 150 celsius, time 24 hour. The product is COc5ccc(C(=O)Cc1ccc2c(c1)CCC3C2CC[C@]4(C)C(=O)CCC34)cc5.